Dataset: the Open Reaction Database (ORD), a public repository of structured organic reaction records. Task: describe an organic reaction: reactants, conditions, products, and yield The reactants are ice water, C(N)(=O)C1=CC=2N(C=C1)C=C(N2)C(=O)OC (methyl 7-carbamoylimidazo[1,2-a]-pyridine-2-carboxylate), C(Cl)Cl (methylene chloride), FC(C(=O)OC(C(F)(F)F)=O)(F)F (trifluoroacetic anhydride). Run in N1=CC=CC=C1 (pyridine). Product: C(#N)C1=CC=2N(C=C1)C=C(N2)C(=O)OC (methyl 7-cyanoimidazo[1,2-a]pyridine-2-carboxylate). Yield: 29.1%. As a reaction SMILES: [C:1]([C:4]1[CH:9]=[CH:8][N:7]2[CH:10]=[C:11]([C:13]([O:15][CH3:16])=[O:14])[N:12]=[C:6]2[CH:5]=1)(=O)[NH2:2].C(Cl)Cl.FC(F)(F)C(OC(=O)C(F)(F)F)=O>N1C=CC=CC=1>[C:1]([C:4]1[CH:9]=[CH:8][N:7]2[CH:10]=[C:11]([C:13]([O:15][CH3:16])=[O:14])[N:12]=[C:6]2[CH:5]=1)#[N:2]. Procedure details: To a suspension of methyl 7-carbamoylimidazo[1,2-a]-pyridine-2-carboxylate (1.5 g), methylene chloride (30 ml) and pyridine (2.7 g) was dropwise added trifluoroacetic anhydride (3.6 g) over the period of 5 minutes under cooling with stirring, and the mixture was stirred for 30 minutes at the same temperature. The reaction mixture was poured into ice water (30 ml) and extracted with 5% solution of methanol in chloroform. The organic layer was dried over magnesium sulfate and concentrated. The res... The reactants are CC(C)(C)OC(=O)Nc1cc(Cl)c(Cl)cc1[N+](=O)[O-], CNC, CS(C)=O. The product is CN(C)c1cc(NC(=O)OC(C)(C)C)c([N+](=O)[O-])cc1Cl. RXN SMILES: [C:1]([CH3:2])([CH3:3])([CH3:4])[O:5][C:6]([NH:7][c:8]1[c:9]([N+:16](=[O:17])[O-:18])[cH:10][c:11]([Cl:15])[c:12]([Cl:14])[cH:13]1)=[O:19].[CH3:20][NH:21][CH3:22].[CH3:23][S:24]([CH3:25])=[O:26]>>[C:1]([CH3:2])([CH3:3])([CH3:4])[O:5][C:6]([NH:7][c:8]1[c:9]([N+:16](=[O:17])[O-:18])[cH:10][c:11]([Cl:15])[c:12]([N:21]([CH3:20])[CH3:22])[cH:13]1)=[O:19]. Reactants: [N+](=O)([O-])C1=C(C=CC=C1)NCN1C(CC(C1)CCC)=O ((2-nitrophenyl){(2-oxo-4-propyl-pyrrolidin-1-yl)methyl}amine). Reagents/catalysts: [Pd] (Palladium on charcoal). Solvent: O (water), CO (methanol). Conditions: time 16 hour. Yields the product NC1=C(C=CC=C1)NCN1C(CC(C1)CCC)=O ((2-aminophenyl){(2-oxo-4-propyl-pyrrolidin-1-yl)methyl}amine). As a reaction SMILES: [N+:1]([C:4]1[CH:9]=[CH:8][CH:7]=[CH:6][C:5]=1[NH:10][CH2:11][N:12]1[CH2:16][CH:15]([CH2:17][CH2:18][CH3:19])[CH2:14][C:13]1=[O:20])([O-])=O>[Pd].O.CO>[NH2:1][C:4]1[CH:9]=[CH:8][CH:7]=[CH:6][C:5]=1[NH:10][CH2:11][N:12]1[CH2:16][CH:15]([CH2:17][CH2:18][CH3:19])[CH2:14][C:13]1=[O:20]. Procedure details: Palladium on charcoal (10% wt) was added to a solution of (2-nitrophenyl){(2-oxo-4-propyl-pyrrolidin-1-yl)methyl}amine a28 (1 eq, 2.747 g, 9.905 mmol) and NH4CO2H (5 eq, 49.9 mmol, 3.123 g) in water and methanol (1/1 (v/v), 35 ml). The resulting slurry was kept under agitation during 16 hours at room temperature, then filtration over celite and evaporation of the crude mixture gave (2-aminophenyl){(2-oxo-4-propyl-pyrrolidin-1-yl)methyl}amine a29 (2.232 g, 91%). The reactants are CN(N)c1ccccc1, ClC(Cl)Cl, O=C1OC(=O)C(c2ccc(Cl)cc2)=C1Cl. The product is CN(c1ccccc1)N1C(=O)C(Cl)=C(c2ccc(Cl)cc2)C1=O. Reaction SMILES: [CH3:16][N:17]([NH2:18])[c:19]1[cH:20][cH:21][cH:22][cH:23][cH:24]1.[CH:25]([Cl:26])([Cl:27])[Cl:28].[Cl:1][C:2]1=[C:6]([c:7]2[cH:8][cH:9][c:10]([Cl:13])[cH:11][cH:12]2)[C:5](=[O:14])[O:4][C:3]1=[O:15]>>[Cl:1][C:2]1=[C:6]([c:7]2[cH:8][cH:9][c:10]([Cl:13])[cH:11][cH:12]2)[C:5](=[O:14])[N:18]([N:17]([CH3:16])[c:19]2[cH:20][cH:21][cH:22][cH:23][cH:24]2)[C:3]1=[O:15]. The reactants are I\C=C\CC(CCCC)O[Si](C)(C)C (1-iodo-4-trimethylsiloxy-trans-1-octene), C1(=CC=CC=C1)C (toluene). Run in C(C)(=O)O (acetic acid), O1CCCC1 (tetrahydrofuran), O (water). Yields the product OC(C/C=C/I)CCCC (4-Hydroxy-1-iodo-trans-1-octene). As a reaction SMILES: [I:1]/[CH:2]=[CH:3]/[CH2:4][CH:5]([O:10][Si](C)(C)C)[CH2:6][CH2:7][CH2:8][CH3:9].C1(C)C=CC=CC=1>C(O)(=O)C.O1CCCC1.O>[OH:10][CH:5]([CH2:6][CH2:7][CH2:8][CH3:9])[CH2:4]/[CH:3]=[CH:2]/[I:1]. Reported procedure: A 23 g portion of 1-iodo-4-trimethylsiloxy-trans-1-octene is dissolved in a mixture of 200 ml of glacial acetic acid, 100 ml of tetrahydrofuran, and 50 ml of water. After solution occurs, toluene is added and the mixture is evaporated. The resulting oil is chromatographed on silica gel with hexane progressively enriched in benzene followed by acetone to give 16 g of an oil, pmr spectrum (CDCl3): 3.69 (m, CHOH) and 2.3 (s, OH). Starting materials: CO, C[O-], CSc1cn[nH]c(=O)n1, Cl, NO, [Na+], [Na]. Product: O=c1nc(NO)cn[nH]1. Reaction SMILES: [CH3:17][OH:18].[CH3:2][O-:3].[CH3:5][S:6][c:7]1[n:8][c:9](=[O:13])[nH:10][n:11][cH:12]1.[ClH:14].[NH2:15][OH:16].[Na+:4].[Na:1]>>[c:7]1([NH:15][OH:16])[n:8][c:9](=[O:13])[nH:10][n:11][cH:12]1. Starting materials: CC1=NC2=C(N1CC1=CC=C(C3=CC=CC=C13)C#N)C=C(C(=C2)O[Si](C)(C)C(C)(C)C)OC2CCN(CC2)C(=O)OC(C)(C)C (2-methyl-5-(tert-butyldimethylsilyl)oxy-6-(N-(tert-butoxycarbonyl)piperidin-4-yloxy)-1-(4-cyanonaphth-1-yl)methylbenzimidazole), [F-].C(CCC)[N+](CCCC)(CCCC)CCCC (tetrabutyl ammonium fluoride). Run in C1CCOC1 (THF). Conditions: time 30 minute. Yields the product CC1=NC2=C(N1CC1=CC=C(C3=CC=CC=C13)C#N)C=C(C(=C2)O)OC2CCN(CC2)C(=O)OC(C)(C)C (2-methyl-5-hydroxy-6-(N-(tert-butoxycarbonyl)piperidin-4-yloxy)-1-(4-cyanonaphth-1-yl)methylbenzimidazole). Reaction SMILES: [CH3:1][C:2]1[N:6]([CH2:7][C:8]2[C:17]3[C:12](=[CH:13][CH:14]=[CH:15][CH:16]=3)[C:11]([C:18]#[N:19])=[CH:10][CH:9]=2)[C:5]2[CH:20]=[C:21]([O:32][CH:33]3[CH2:38][CH2:37][N:36]([C:39]([O:41][C:42]([CH3:45])([CH3:44])[CH3:43])=[O:40])[CH2:35][CH2:34]3)[C:22]([O:24][Si](C(C)(C)C)(C)C)=[CH:23][C:4]=2[N:3]=1.[F-].C([N+](CCCC)(CCCC)CCCC)CCC>C1COCC1>[CH3:1][C:2]1[N:6]([CH2:7][C:8]2[C:17]3[C:12](=[CH:13][CH:14]=[CH:15][CH:16]=3)[C:11]([C:18]#[N:19])=[CH:10][CH:9]=2)[C:5]2[CH:20]=[C:21]([O:32][CH:33]3[CH2:38][CH2:37][N:36]([C:39]([O:41][C:42]([CH3:45])([CH3:44])[CH3:43])=[O:40])[CH2:35][CH2:34]3)[C:22]([OH:24])=[CH:23][C:4]=2[N:3]=1 |f:1.2|. Reported procedure: To 2-methyl-5-(tert-butyldimethylsilyl)oxy-6-(N-(tert-butoxycarbonyl)piperidin-4-yloxy)-1-(4-cyanonaphth-1-yl)methylbenzimidazole (3 g) in THF (50 mL) was added tetrabutyl ammonium fluoride (3 mL, 1M)) at ambient temperature. After stirring at ambient temperature for 30 minutes the solvent was removed. The reaction was worked up between ethyl acetate and H2O. The organic layer was dried and concentrated to afford 2-methyl-5-hydroxy-6-(N-(tert-butoxycarbonyl)piperidin-4-yloxy)-1-(4-cyanonaphth-1-... Reactants: COC(C1=CN=C(C=C1)N1C=NC(=C1)C=1C(=NOC1C(F)(F)F)C1=CC=CC=C1)=O (6-[4-(3-phenyl-5-trifluoromethyl-isoxazol-4-yl)-imidazol-1-yl]-nicotinic acid methyl ester), C1(CC1)N (cyclopropylamine). Product: C1(CC1)NC(C1=CN=C(C=C1)N1C=NC(=C1)C=1C(=NOC1C(F)(F)F)C1=CC=CC=C1)=O (N-Cyclopropyl-6-[4-(3-phenyl-5-trifluoromethyl-isoxazol-4-yl)-imidazol-1-yl]-nicotinamide). The yield is 52.0%. As a reaction SMILES: C[O:2][C:3](=O)[C:4]1[CH:9]=[CH:8][C:7]([N:10]2[CH:14]=[C:13]([C:15]3[C:16]([C:24]4[CH:29]=[CH:28][CH:27]=[CH:26][CH:25]=4)=[N:17][O:18][C:19]=3[C:20]([F:23])([F:22])[F:21])[N:12]=[CH:11]2)=[N:6][CH:5]=1.[CH:31]1([NH2:34])[CH2:33][CH2:32]1>>[CH:31]1([NH:34][C:3](=[O:2])[C:4]2[CH:9]=[CH:8][C:7]([N:10]3[CH:14]=[C:13]([C:15]4[C:16]([C:24]5[CH:29]=[CH:28][CH:27]=[CH:26][CH:25]=5)=[N:17][O:18][C:19]=4[C:20]([F:23])([F:22])[F:21])[N:12]=[CH:11]3)=[N:6][CH:5]=2)[CH2:33][CH2:32]1. Procedure: As described for Example 18, 6-[4-(3-phenyl-5-trifluoromethyl-isoxazol-4-yl)-imidazol-1-yl]-nicotinic acid methyl ester (90 mg, 0.22 mmol), was converted, using cyclopropylamine instead of cyclopropanemethylamine, to the title compound (50 mg, 52%) which was obtained as a white solid. MS: m/e=440.1 [M+H]+. Starting materials: BrC1=CC(=C(O1)C)C=O (5-bromo-2-methylfuran-3-carbaldehyde), OC1=CC=C(C=C1)B(O)O (4-hydroxyphenylboronic acid), C([O-])([O-])=O.[Na+].[Na+] (sodium carbonate), COCCOC (1,2-dimethoxyethane). The reagents and catalysts are C=1C=CC(=CC1)[P](C=2C=CC=CC2)(C=3C=CC=CC3)[Pd]([P](C=4C=CC=CC4)(C=5C=CC=CC5)C=6C=CC=CC6)([P](C=7C=CC=CC7)(C=8C=CC=CC8)C=9C=CC=CC9)[P](C=1C=CC=CC1)(C=1C=CC=CC1)C=1C=CC=CC1 (tetrakis(triphenylphosphine)palladium(0)). Run in O (water). Conditions: time 8 hour. Product: OC1=CC=C(C=C1)C1=CC(=C(O1)C)C=O (5-(4-hydroxyphenyl)-2-methylfuran-3-carbaldehyde). Yield: 78.7%. RXN SMILES: Br[C:2]1[O:6][C:5]([CH3:7])=[C:4]([CH:8]=[O:9])[CH:3]=1.[OH:10][C:11]1[CH:16]=[CH:15][C:14](B(O)O)=[CH:13][CH:12]=1.C(=O)([O-])[O-].[Na+].[Na+].COCCOC>C1C=CC([P]([Pd]([P](C2C=CC=CC=2)(C2C=CC=CC=2)C2C=CC=CC=2)([P](C2C=CC=CC=2)(C2C=CC=CC=2)C2C=CC=CC=2)[P](C2C=CC=CC=2)(C2C=CC=CC=2)C2C=CC=CC=2)(C2C=CC=CC=2)C2C=CC=CC=2)=CC=1.O>[OH:10][C:11]1[CH:16]=[CH:15][C:14]([C:2]2[O:6][C:5]([CH3:7])=[C:4]([CH:8]=[O:9])[CH:3]=2)=[CH:13][CH:12]=1 |f:2.3.4,^1:35,37,56,75|. Procedure: A mixture of 5-bromo-2-methylfuran-3-carbaldehyde (1.9 g), 4-hydroxyphenylboronic acid (1.7 g), tetrakis(triphenylphosphine)palladium(0) (0.6 g), 2N aqueous sodium carbonate solution (12 mL) and 1,2-dimethoxyethane (50 mL) was stirred overnight with refluxing under an argon atmosphere. The reaction mixture was poured into water, and the mixture was extracted with ethyl acetate. The organic layer was washed with saturated brine, and dried over magnesium sulfate. The solvent was evaporated under r...